The task is: describe an organic reaction: reactants, conditions, products, and yield. This data is from the Open Reaction Database (ORD), a public repository of structured organic reaction records. Starting materials: C(=O)(OC(C)(C)C)C1=CC=C(C=C1)C#CC(C)(O)C (4-(4-carbo-tert.-butoxyphenyl)-2-methyl-3-butyn-2-ol), BrC1=CC=C(C=C1)C=CC1=CC=C(C=C1)C(=O)OC(C)(C)C (4-bromo-4'-carbo-tert.-butoxystilbene), C1(=CC=CC=C1)P(C1=CC=CC=C1)C1=CC=CC=C1 (triphenylphosphine), [Cl-].[NH4+] (ammonium chloride). Reagents/catalysts: [Cl-].C(C1=CC=CC=C1)[N+](CC)(CC)CC (benzyltriethylammonium chloride), Cl[Pd]([P](C1=CC=CC=C1)(C2=CC=CC=C2)C3=CC=CC=C3)([P](C4=CC=CC=C4)(C5=CC=CC=C5)C6=CC=CC=C6)Cl (bis(triphenylphosphine)palladium(II) chloride), [Cu]I (copper(I) iodide). The solvent is C1(=CC=CC=C1)C (toluene), [OH-].[Na+] (NaOH). Yields the product C(=O)(OC(C)(C)C)C1=CC=C(C=C1)C#CC1=CC=C(C=C1)\C=C\C1=CC=C(C=C1)C(=O)OC(C)(C)C (E-4-(Carbo-tert.-butoxy)-4'-(4-carbo-tert.-butoxystyryl)tolan). RXN SMILES: [C:1]([C:8]1[CH:13]=[CH:12][C:11]([C:14]#[C:15][C:16]([CH3:19])(O)[CH3:17])=[CH:10][CH:9]=1)([O:3][C:4]([CH3:7])([CH3:6])[CH3:5])=[O:2].BrC1C=[CH:25][C:24]([CH:27]=[CH:28][C:29]2[CH:34]=[CH:33][C:32]([C:35]([O:37][C:38]([CH3:41])([CH3:40])[CH3:39])=[O:36])=[CH:31][CH:30]=2)=[CH:23]C=1.C1(P(C2C=CC=CC=2)C2C=CC=CC=2)C=CC=CC=1.[Cl-].[NH4+]>[Cl-].C([N+](CC)(CC)CC)C1C=CC=CC=1.C1(C)C=CC=CC=1.[OH-].[Na+].Cl[Pd](Cl)([P](C1C=CC=CC=1)(C1C=CC=CC=1)C1C=CC=CC=1)[P](C1C=CC=CC=1)(C1C=CC=CC=1)C1C=CC=CC=1.[Cu]I>[C:1]([C:8]1[CH:13]=[CH:12][C:11]([C:14]#[C:15][C:16]2[CH:19]=[CH:23][C:24](/[CH:27]=[CH:28]/[C:29]3[CH:30]=[CH:31][C:32]([C:35]([O:37][C:38]([CH3:41])([CH3:40])[CH3:39])=[O:36])=[CH:33][CH:34]=3)=[CH:25][CH:17]=2)=[CH:10][CH:9]=1)([O:3][C:4]([CH3:7])([CH3:6])[CH3:5])=[O:2] |f:3.4,5.6,8.9,^1:89,108|. Procedure: A mixture of 13.02 g of 4-(4-carbo-tert.-butoxyphenyl)-2-methyl-3-butyn-2-ol, 17.97 g of 4-bromo-4'-carbo-tert.-butoxystilbene, 0.93 g of triphenylphosphine. 0.34 g of benzyltriethylammonium chloride, 175 mg of bis(triphenylphosphine)palladium(II) chloride and 175 mg of copper(I) iodide in 70 ml of toluene and 36 ml of 5,5N NaOH is vigorously stirred under reflux for 48 hours. After the addition of 250 ml of saturated ammonium chloride solution, the reaction product is extracted with methylene c...